From a dataset of the Open Reaction Database (ORD), a public repository of structured organic reaction records. describe an organic reaction: reactants, conditions, products, and yield Starting materials: Fc1cc(Cl)cc(Br)c1, CCCc1ccc(OB(O)O)cc1, CCO, Cc1ccccc1, [Na+], [Na+], O=C([O-])[O-], O, Cc1ccccc1, c1ccc(P(c2ccccc2)(c2ccccc2)[Pd](P(c2ccccc2)(c2ccccc2)c2ccccc2)(P(c2ccccc2)(c2ccccc2)c2ccccc2)P(c2ccccc2)(c2ccccc2)c2ccccc2)cc1. The product is CCCc1ccc(-c2cc(F)cc(Cl)c2)cc1. Reaction SMILES: [Br:14][c:15]1[cH:16][c:17]([Cl:22])[cH:18][c:19]([F:21])[cH:20]1.[CH2:1]([CH2:2][CH3:3])[c:4]1[cH:5][cH:6][c:7]([O:10][B:11]([OH:12])[OH:13])[cH:8][cH:9]1.[CH2:30]([OH:31])[CH3:32].[CH3:117][c:118]1[cH:119][cH:120][cH:121][cH:122][cH:123]1.[Na+:23].[Na+:24].[O-:25][C:26](=[O:27])[O-:28].[OH2:29].[c:33]1([CH3:34])[cH:35][cH:36][cH:37][cH:38][cH:39]1.[cH:40]1[cH:41][cH:42][c:43]([P:44]([Pd:45]([P:46]([c:47]2[cH:48][cH:49][cH:50][cH:51][cH:52]2)([c:53]2[cH:54][cH:55][cH:56][cH:57][cH:58]2)[c:59]2[cH:60][cH:61][cH:62][cH:63][cH:64]2)([P:65]([c:66]2[cH:67][cH:68][cH:69][cH:70][cH:71]2)([c:72]2[cH:73][cH:74][cH:75][cH:76][cH:77]2)[c:78]2[cH:79][cH:80][cH:81][cH:82][cH:83]2)[P:84]([c:85]2[cH:86][cH:87][cH:88][cH:89][cH:90]2)([c:91]2[cH:92][cH:93][cH:94][cH:95][cH:96]2)[c:97]2[cH:98][cH:99][cH:100][cH:101][cH:102]2)([c:103]2[cH:104][cH:105][cH:106][cH:107][cH:108]2)[c:109]2[cH:110][cH:111][cH:112][cH:113][cH:114]2)[cH:115][cH:116]1>>[CH2:1]([CH2:2][CH3:3])[c:4]1[cH:5][cH:6][c:7](-[c:15]2[cH:16][c:17]([Cl:22])[cH:18][c:19]([F:21])[cH:20]2)[cH:8][cH:9]1. Starting materials: N1C=NC=C1 (imidazole), NC1=C(N=CN1C(C(C)O)CCCCCC)C(=O)N (5-amino-1-(2-hydroxynon-3-yl)-1H-imidazole-4-carboxamide), Cl (hydrochloric acid). Product: Cl.NC1=C(N=CN1C(C(C)O)CCCCCC)C(=O)N (5-amino-1-(2-hydroxynon-3-yl)-1H-imidazole-4-carboxamide hydrochloride). Yield: 91.0%. RXN SMILES: N1C=CN=C1.[NH2:6][C:7]1[N:11]([CH:12]([CH2:16][CH2:17][CH2:18][CH2:19][CH2:20][CH3:21])[CH:13]([OH:15])[CH3:14])[CH:10]=[N:9][C:8]=1[C:22]([NH2:24])=[O:23].[ClH:25]>>[ClH:25].[NH2:6][C:7]1[N:11]([CH:12]([CH2:16][CH2:17][CH2:18][CH2:19][CH2:20][CH3:21])[CH:13]([OH:15])[CH3:14])[CH:10]=[N:9][C:8]=1[C:22]([NH2:24])=[O:23] |f:3.4|. Procedure details: The imidazole from (a) above was treated with dilute hydrochloric acid to give the title compound as white crystals, mp 147°-149° C. in 91% yield.